This data is from the Open Reaction Database (ORD), a public repository of structured organic reaction records. The task is: describe an organic reaction: reactants, conditions, products, and yield Starting materials: Cl (hydrochloric acid), N1C(=CC2=CC=CC=C12)C(=O)OCC (ethyl 1H-indole-2-carboxylate), C(C(=O)C)(=O)OCC (ethyl pyruvate). Solvent: C(C)O (ethanol). Yields the product C(C)OC(=O)C=1NC2=CC=CC=C2C1C(C(=O)OCC)=C (Ethyl 2-(ethoxycarbonyl)-α-methylene-1H-indole-3-acetate). RXN SMILES: Cl.[NH:2]1[C:10]2[C:5](=[CH:6][CH:7]=[CH:8][CH:9]=2)[CH:4]=[C:3]1[C:11]([O:13][CH2:14][CH3:15])=[O:12].[C:16]([O:21][CH2:22][CH3:23])(=[O:20])[C:17]([CH3:19])=O>C(O)C>[CH2:14]([O:13][C:11]([C:3]1[NH:2][C:10]2[C:5]([C:4]=1[C:17](=[CH2:19])[C:16]([O:21][CH2:22][CH3:23])=[O:20])=[CH:6][CH:7]=[CH:8][CH:9]=2)=[O:12])[CH3:15]. Procedure details: An ethanol solution saturated with gaseous hydrochloric acid containing 39.1 g (207 mmol) of ethyl 1H-indole-2-carboxylate and 45.3 ml (410 umol) of ethyl pyruvate is brought to approximately 60° C. for 3 h. The mixture is concentrated under reduced pressure and the residue is taken up in diethyl ether. The organic phase is washed with water and dried over sodium sulphate. The solvent is evaporated under reduced pressure and the residue is crystallized from cyclohexane. 45.4 g (158 mmol) of soli... Starting materials: CCO, COC(=O)CCN(c1nc(Cl)ncc1[N+](=O)[O-])C1CCCC1, [Cl-], [Fe], [NH4+], O. Product: O=C1CCN(C2CCCC2)c2nc(Cl)ncc2N1. RXN SMILES: [CH3:26][CH2:27][OH:28].[CH:1]1([N:6]([CH2:7][CH2:8][C:9](=[O:10])[O:20][CH3:21])[c:13]2[n:14][c:15]([Cl:22])[n:16][cH:17][c:18]2[N+:19]([O-:11])=[O:12])[CH2:2][CH2:3][CH2:4][CH2:5]1.[Cl-:23].[Fe:25].[NH4+:24].[OH2:29]>>[CH:1]1([N:6]2[CH2:7][CH2:8][C:9](=[O:10])[NH:19][c:18]3[c:13]2[n:14][c:15]([Cl:22])[n:16][cH:17]3)[CH2:2][CH2:3][CH2:4][CH2:5]1. The reactants are CCc1cnc(N)o1, [Cl-], O=C(O)C(c1ccccc1)c1ccccc1. Product: CCc1cnc(NC(=O)C(c2ccccc2)c2ccccc2)o1. Reaction SMILES: [CH2:1]([CH3:2])[c:3]1[cH:4][n:5][c:6]([NH2:8])[o:7]1.[Cl-:9].[c:10]1([CH:16]([C:17](=[O:18])[OH:19])[c:20]2[cH:21][cH:22][cH:23][cH:24][cH:25]2)[cH:11][cH:12][cH:13][cH:14][cH:15]1>>[CH2:1]([CH3:2])[c:3]1[cH:4][n:5][c:6]([NH:8][C:17]([CH:16]([c:10]2[cH:11][cH:12][cH:13][cH:14][cH:15]2)[c:20]2[cH:21][cH:22][cH:23][cH:24][cH:25]2)=[O:18])[o:7]1. Reactants: FC(C(=O)[O-])(F)F (trifluoroacetate), ClC=1C=C([C@@H]2CO2)C=CC1 ((R)-(+)-3-chlorostyrene oxide), CCN(C(C)C)C(C)C (iPr2NEt), N[C@@H](CC1=CNC2=C(C=CC=C12)OCC(=O)NS(=O)(=O)C)C ((R)—N-{2-[3-(2-aminopropyl)-1H-indol-7-yloxy]-acetyl}methanesulfonamide). Run in C(C)#N (acetonitrile). Product: N (ammonia), FC(C(=O)O)(F)F.O.C(C)#N (trifluoroacetic acid water acetonitrile), ClC=1C=C(C=CC1)[C@H](CN[C@@H](CC1=CNC2=C(C=CC=C12)OCC(=O)NS(=O)(=O)C)C)O (N-[2-(3-{(2R)-2-[2-(3-chlorophenyl)-(2R)-2-hydroxyethylamino]propyl}-1H-indol-7-yloxy)acetyl]methanesulfonamide). Reaction SMILES: [NH2:1][C@H:2]([CH3:22])[CH2:3][C:4]1[C:12]2[C:7](=[C:8]([O:13][CH2:14][C:15]([NH:17][S:18]([CH3:21])(=[O:20])=[O:19])=[O:16])[CH:9]=[CH:10][CH:11]=2)[NH:6][CH:5]=1.[F:23][C:24]([F:29])([F:28])[C:25]([O-:27])=[O:26].[Cl:30][C:31]1[CH:32]=[C:33]([CH:37]=[CH:38][CH:39]=1)[C@H:34]1[O:36][CH2:35]1.[CH3:40][CH2:41][N:42](C(C)C)C(C)C>C(#N)C>[NH3:1].[F:23][C:24]([F:29])([F:28])[C:25]([OH:27])=[O:26].[OH2:13].[C:41](#[N:42])[CH3:40].[Cl:30][C:31]1[CH:32]=[C:33]([C@@H:34]([OH:36])[CH2:35][NH:1][C@H:2]([CH3:22])[CH2:3][C:4]2[C:12]3[C:7](=[C:8]([O:13][CH2:14][C:15]([NH:17][S:18]([CH3:21])(=[O:20])=[O:19])=[O:16])[CH:9]=[CH:10][CH:11]=3)[NH:6][CH:5]=2)[CH:37]=[CH:38][CH:39]=1 |f:6.7.8|. Procedure details: A mixture of (R)—N-{2-[3-(2-aminopropyl)-1H-indol-7-yloxy]-acetyl}methanesulfonamide.trifluoroacetate (40 mg, 0.091 mmol), (R)-(+)-3-chlorostyrene oxide (24 μL, 0.18 mmol) and iPr2NEt (24 μL, 0.137 mmol) in acetonitrile (1 mL) is refluxed for 8 hours. After cooling, the mixture is concentrated and purified by preparative TLC (thickness: 0.5 mm, methanol/(a saturated ammonia solution in chloroform)=1/3) and preparative reversed phase HPLC (trifluoroacetic acid/water/acetonitrile) to give the desi... Starting materials: COc1ccc(NCCN)cc1, Cc1cccc(C(=O)NC(CCCC2CCCCC2)C(=O)O)c1, ClCCl, On1nnc2ccccc21. Product: COc1ccc(NCCNC(=O)C(CCCC2CCCCC2)NC(=O)c2cccc(C)c2)cc1. As a reaction SMILES: [CH3:34][O:35][c:36]1[cH:37][cH:38][c:39]([NH:42][CH2:43][CH2:44][NH2:45])[cH:40][cH:41]1.[CH:1]1([CH2:7][CH2:8][CH2:9][CH:10]([C:11](=[O:12])[OH:13])[NH:14][C:15]([c:16]2[cH:17][c:18]([CH3:22])[cH:19][cH:20][cH:21]2)=[O:23])[CH2:2][CH2:3][CH2:4][CH2:5][CH2:6]1.[Cl:46][CH2:47][Cl:48].[OH:24][n:25]1[c:26]2[c:27]([cH:28][cH:29][cH:30][cH:31]2)[n:32][n:33]1>>[CH:1]1([CH2:7][CH2:8][CH2:9][CH:10]([C:11](=[O:13])[NH:45][CH2:44][CH2:43][NH:42][c:39]2[cH:38][cH:37][c:36]([O:35][CH3:34])[cH:41][cH:40]2)[NH:14][C:15]([c:16]2[cH:17][c:18]([CH3:22])[cH:19][cH:20][cH:21]2)=[O:23])[CH2:2][CH2:3][CH2:4][CH2:5][CH2:6]1. Starting materials: COC(=O)c1ccc(CNC2CCC(=C3CC3)CC2)cc1, CCOC(C)=O, CN(C)C=O, O, Cc1ccc(S(=O)(=O)NN)cc1. The product is COC(=O)c1ccc(CNC2CCC(C3CC3)CC2)cc1. As a reaction SMILES: [CH3:1][O:2][C:3]([c:4]1[cH:5][cH:6][c:7]([CH2:10][NH:11][CH:12]2[CH2:13][CH2:14][C:15](=[C:18]3[CH2:19][CH2:20]3)[CH2:16][CH2:17]2)[cH:8][cH:9]1)=[O:21].[CH3:39][CH2:40][O:41][C:42](=[O:43])[CH3:44].[O:34]=[CH:35][N:36]([CH3:37])[CH3:38].[OH2:45].[c:22]1([CH3:23])[cH:24][cH:25][c:26]([S:27]([NH:28][NH2:29])(=[O:30])=[O:31])[cH:32][cH:33]1>>[CH3:1][O:2][C:3]([c:4]1[cH:5][cH:6][c:7]([CH2:10][NH:11][CH:12]2[CH2:13][CH2:14][CH:15]([CH:18]3[CH2:19][CH2:20]3)[CH2:16][CH2:17]2)[cH:8][cH:9]1)=[O:21]. Reactants: NC=1C(=NON1)C=1N(C2=C(C=NC(=C2)CC=2C=C(C(=O)OC)C=CC2)N1)CC (Methyl 3-{[2-(4-amino-furazan-3-yl)-1-ethyl-1H-imidazo[4,5-c]pyridin-6-yl]methyl}benzoate), [Li+].[OH-] (LiOH). Solvent: CO (MeOH), O (water). Reaction conditions: temperature 80 celsius. Yields the product NC=1C(=NON1)C=1N(C2=C(C=NC(=C2)CC=2C=C(C(=O)O)C=CC2)N1)CC (3-{[2-(4-amino-furazan-3-yl)-1-ethyl-1H-imidazo[4,5-c]pyridin-6-yl]methyl}benzoic acid). Yield: 83.6%. As a reaction SMILES: [NH2:1][C:2]1[C:3]([C:7]2[N:8]([CH2:27][CH3:28])[C:9]3[CH:14]=[C:13]([CH2:15][C:16]4[CH:17]=[C:18]([CH:23]=[CH:24][CH:25]=4)[C:19]([O:21]C)=[O:20])[N:12]=[CH:11][C:10]=3[N:26]=2)=[N:4][O:5][N:6]=1.[Li+].[OH-]>CO.O>[NH2:1][C:2]1[C:3]([C:7]2[N:8]([CH2:27][CH3:28])[C:9]3[CH:14]=[C:13]([CH2:15][C:16]4[CH:17]=[C:18]([CH:23]=[CH:24][CH:25]=4)[C:19]([OH:21])=[O:20])[N:12]=[CH:11][C:10]=3[N:26]=2)=[N:4][O:5][N:6]=1 |f:1.2|. Procedure: To a solution of the product from Step 1 (85 mg, 0.22 mmol) in MeOH (12 ml) and water (4 ml), was added LiOH (40 mg, 0.95 mmol). This mixture was then heated to 80° C. for 2 h. Reaction mixture was concentrated, dissolved in 10 ml water, acidified with 1 N HCl to pH=5, then filtered and washed with water to afford a pale yellow solid (67 mg, 82%). MS (ES+) m/e 365 [M+H]+. Starting materials: FC=1C=C2C3(C(NC2=CC1)=O)C1=C(OC3)C=C3OCCC3=C1 (5′-fluoro-5,6-dihydrospiro[benzo[1,2-b:5,4-b′]difuran-3,3′-indol]-2′(1′H)-one), BrCC=1OC(=CC1)C(F)(F)F (2-(bromomethyl)-5-(trifluoromethyl)furan), CC1=NOC2=C1C=C1C(=C2)OCC12C(NC1=CC=CC=C21)=O (3-methylspiro[furo[3,2-f][1,2]benzisoxazole-5,3′-indol]-2′(1′H)-one), CC1=CC=C(C=C1)S(=O)(=O)OC[C@@H]1OCCC1 ((R)-(tetrahydrofuran-2-yl)methyl 4-methylbenzenesulfonate). The product is FC=1C=C2C3(C(N(C2=CC1)C[C@@H]1OCCC1)=O)C1=C(OC3)C=C3OCCC3=C1 (5′-fluoro-1′-[(2R)-tetrahydrofuran-2-ylmethyl]-5,6-dihydrospiro[benzo[1,2-b:5,4-b′]difuran-3,3′-indol]-2′(1′H)-one). Reaction SMILES: [F:1][C:2]1[CH:3]=[C:4]2[C:8](=[CH:9][CH:10]=1)[NH:7][C:6](=[O:11])[C:5]12[CH2:15][O:14][C:13]2[CH:16]=[C:17]3[C:21](=[CH:22][C:12]1=2)[CH2:20][CH2:19][O:18]3.CC1C2C=[C:30]3[C:35]4(C5C(=CC=CC=5)NC4=O)[CH2:34][O:33][C:31]3=[CH:32]C=2ON=1.CC1C=CC(S(OC[C@H]2CCCO2)(=O)=O)=CC=1.BrCC1OC(C(F)(F)F)=CC=1>>[F:1][C:2]1[CH:3]=[C:4]2[C:8](=[CH:9][CH:10]=1)[N:7]([CH2:32][C@H:31]1[CH2:30][CH2:35][CH2:34][O:33]1)[C:6](=[O:11])[C:5]12[CH2:15][O:14][C:13]2[CH:16]=[C:17]3[C:21](=[CH:22][C:12]1=2)[CH2:20][CH2:19][O:18]3. Procedure details: Following the procedure as described in EXAMPLE 9 and making non-critical variations using 5′-fluoro-5,6-dihydrospiro[benzo[1,2-b:5,4-b′]difuran-3,3′-indol]-2′(1′H)-one to replace 3-methylspiro[furo[3,2-f][1,2]benzisoxazole-5,3′-indol]-2′(1′H)-one, and (R)-(tetrahydrofuran-2-yl)methyl 4-methylbenzenesulfonate to replace 2-(bromomethyl)-5-(trifluoromethyl)furan, 5′-fluoro-1′-[(2R)-tetrahydrofuran-2-ylmethyl]-5,6-dihydrospiro[benzo[1,2-b:5,4-b′]difuran-3,3′-indol]-2′(1′H)-one was obtained (60%) as...